This data is from the Open Reaction Database (ORD), a public repository of structured organic reaction records. The task is: describe an organic reaction: reactants, conditions, products, and yield Product: O=[N+]([O-])Nc1c(Br)cc(Cl)cc1I. Reaction SMILES: [Br:1][c:2]1[c:3]([NH2:4])[c:5]([I:10])[cH:6][c:7]([Cl:9])[cH:8]1.[CH3:15][C:16]([O:17][C:18](=[O:19])[CH3:20])=[O:21].[CH3:23][C:24](=[O:25])[OH:26].[OH2:22].[OH:11][N+:12]([O-:13])=[O:14]>>[Br:1][c:2]1[c:3]([NH:4][N+:12](=[O:11])[O-:13])[c:5]([I:10])[cH:6][c:7]([Cl:9])[cH:8]1. Reactants: Nc1c(Br)cc(Cl)cc1I, CC(=O)OC(C)=O, CC(=O)O, O, O=[N+]([O-])O.